Dataset: the Open Reaction Database (ORD), a public repository of structured organic reaction records. Task: describe an organic reaction: reactants, conditions, products, and yield The reactants are CO, CC(=O)Nc1ccc(Cl)c(I)c1Cl, Cl. The product is Nc1ccc(Cl)c(I)c1Cl. Reaction SMILES: [CH3:15][OH:16].[Cl:1][c:2]1[c:3]([NH:10][C:11](=[O:12])[CH3:13])[cH:4][cH:5][c:6]([Cl:9])[c:7]1[I:8].[ClH:14]>>[Cl:1][c:2]1[c:3]([NH2:10])[cH:4][cH:5][c:6]([Cl:9])[c:7]1[I:8]. Reactants: ClC1=C(C(=O)O)C=C(C=C1)S(=O)(=O)Cl (2-chloro-5-chlorosulfonylbenzoic acid), 830, ClC1=C(N)C=CC(=C1)Cl (2,4-dichloroaniline), C1(=CC=CC=C1)C (toluene). Procedure details: 602 Parts of 2-chloro-5-chlorosulfonylbenzoic acid are added to a solution of 830 parts of 2,4-dichloroaniline in 600 parts of toluene at 60° and the mixture is stirred for 6 hours at the same temperature. Insoluble material is then dissolved in dilute sodium hydroxide solution, the aqueous layer is separated off and acidified with dilute hydrochloric acid and the product is filtered off and washed with water. After redissolving in sodium hydroxide solution, reprecipitation with hydrochloric aci... Yields the product ClC1=C(C(=O)O)C=C(C=C1)S(NC1=C(C=C(C=C1)Cl)Cl)(=O)=O (2-chloro-5-[2,4-dichlorophenyl-sulfamoyl]-benzoic acid). The solvent is [OH-].[Na+] (sodium hydroxide). RXN SMILES: [Cl:1][C:2]1[CH:10]=[CH:9][C:8]([S:11](Cl)(=[O:13])=[O:12])=[CH:7][C:3]=1[C:4]([OH:6])=[O:5].[Cl:15][C:16]1[CH:22]=[C:21]([Cl:23])[CH:20]=[CH:19][C:17]=1[NH2:18].C1(C)C=CC=CC=1>[OH-].[Na+]>[Cl:1][C:2]1[CH:10]=[CH:9][C:8]([S:11](=[O:13])(=[O:12])[NH:18][C:17]2[CH:19]=[CH:20][C:21]([Cl:23])=[CH:22][C:16]=2[Cl:15])=[CH:7][C:3]=1[C:4]([OH:6])=[O:5] |f:3.4|. Reaction conditions: time 6 hour. Starting materials: CN(C)C=O, [H-], CI, [Na+], Cc1cc(C)c2nc(CO)[nH]c2n1. Product: Cc1cc(C)c2nc(CO)n(C)c2n1. Reaction SMILES: [CH3:18][N:19]([CH3:20])[CH:21]=[O:22].[H-:14].[I:16][CH3:17].[Na+:15].[OH:1][CH2:2][c:3]1[nH:4][c:5]2[n:6][c:7]([CH3:13])[cH:8][c:9]([CH3:12])[c:10]2[n:11]1>>[OH:1][CH2:2][c:3]1[n:4]([CH3:17])[c:5]2[n:6][c:7]([CH3:13])[cH:8][c:9]([CH3:12])[c:10]2[n:11]1. The reactants are CCN=C=NCCCN(C)C, COc1cc(Br)ccc1CCN, CN(C)C=O, CCOC(=O)C1CCOc2cc(Oc3ccc(C(=O)O)cc3)c(Cl)cc21, Cl, O, O, On1nnc2ccccc21. The product is CCOC(=O)C1CCOc2cc(Oc3ccc(C(=O)NCCc4ccc(Br)cc4OC)cc3)c(Cl)cc21. RXN SMILES: [CH2:51]([N:52]=[C:53]=[N:54][CH2:55][CH2:56][CH2:57][N:58]([CH3:59])[CH3:60])[CH3:61].[CH3:38][O:39][c:40]1[c:41]([CH2:47][CH2:48][NH2:49])[cH:42][cH:43][c:44]([Br:46])[cH:45]1.[CH3:62][N:63]([CH3:64])[CH:65]=[O:66].[Cl:1][c:2]1[cH:3][c:4]2[c:9]([cH:10][c:11]1[O:12][c:13]1[cH:14][cH:15][c:16]([C:17](=[O:18])[OH:19])[cH:20][cH:21]1)[O:8][CH2:7][CH2:6][CH:5]2[C:22](=[O:23])[O:24][CH2:25][CH3:26].[ClH:50].[OH2:27].[OH2:67].[OH:28][n:29]1[c:30]2[cH:31][cH:32][cH:33][cH:34][c:35]2[n:36][n:37]1>>[Cl:1][c:2]1[cH:3][c:4]2[c:9]([cH:10][c:11]1[O:12][c:13]1[cH:14][cH:15][c:16]([C:17](=[O:18])[NH:49][CH2:48][CH2:47][c:41]3[c:40]([O:39][CH3:38])[cH:45][c:44]([Br:46])[cH:43][cH:42]3)[cH:20][cH:21]1)[O:8][CH2:7][CH2:6][CH:5]2[C:22](=[O:23])[O:24][CH2:25][CH3:26]. Starting materials: COC(=O)Cl, COC(=O)C1CCNC(c2ccc(S(C)(=O)=O)cc2)C1, CCN(C(C)C)C(C)C, ClCCl, Cl. Yields the product COC(=O)C1CCN(C(=O)OC)C(c2ccc(S(C)(=O)=O)cc2)C1. Reaction SMILES: [C:31]([O:32][CH3:33])(=[O:34])[Cl:35].[CH3:2][S:3](=[O:4])(=[O:5])[c:6]1[cH:7][cH:8][c:9]([CH:12]2[NH:13][CH2:14][CH2:15][CH:16]([C:18](=[O:19])[O:20][CH3:21])[CH2:17]2)[cH:10][cH:11]1.[CH:22]([N:23]([CH2:24][CH3:25])[CH:26]([CH3:27])[CH3:28])([CH3:29])[CH3:30].[Cl:36][CH2:37][Cl:38].[ClH:1]>>[CH3:2][S:3](=[O:4])(=[O:5])[c:6]1[cH:7][cH:8][c:9]([CH:12]2[N:13]([C:31]([O:32][CH3:33])=[O:34])[CH2:14][CH2:15][CH:16]([C:18](=[O:19])[O:20][CH3:21])[CH2:17]2)[cH:10][cH:11]1.